This data is from the Open Reaction Database (ORD), a public repository of structured organic reaction records. The task is: describe an organic reaction: reactants, conditions, products, and yield The reactants are Brc1ccccc1Br, C1CCOC1, CC(=O)c1ccccc1, CCCCCC, [Li]CCCC. Yields the product CC(O)(c1ccccc1)c1ccccc1Br. RXN SMILES: [Br:1][c:2]1[c:3]([Br:8])[cH:4][cH:5][cH:6][cH:7]1.[CH2:23]1[O:24][CH2:25][CH2:26][CH2:27]1.[CH3:14][C:15](=[O:16])[c:17]1[cH:18][cH:19][cH:20][cH:21][cH:22]1.[CH3:28][CH2:29][CH2:30][CH2:31][CH2:32][CH3:33].[CH3:9][CH2:10][CH2:11][CH2:12][Li:13]>>[c:2]1([C:15]([CH3:14])([OH:16])[c:17]2[cH:18][cH:19][cH:20][cH:21][cH:22]2)[c:3]([Br:8])[cH:4][cH:5][cH:6][cH:7]1. The reactants are ClCC(CC(=O)OCC)=O (Ethyl 4-chloroacetoacetate), O=C[C@H](O)[C@@H](O)[C@H](O)[C@H](O)CO (glucose), 42, C(C)(=O)OCCCC (Butyl acetate), [OH-].[Na+] (NaOH). The reagents and catalysts are C1=CC(=C[N+](=C1)[C@H]2[C@@H]([C@@H]([C@H](O2)COP(=O)(O)OP(=O)(O)OC[C@@H]3[C@H]([C@H]([C@@H](O3)N4C=NC5=C4N=CN=C5N)OP(=O)(O)O)O)O)O)C(=O)N (NADP). Solvent: O (water). Yields the product ClC[C@H](CC(=O)OCC)O (ethyl (S)-4-chloro-3-hydroxybutyrate). The yield is 87.4%. Reaction SMILES: O=C[C@@H]([C@H]([C@@H]([C@@H](CO)O)O)O)O.C(OCCCC)(=O)C.[Cl:21][CH2:22][C:23](=[O:30])[CH2:24][C:25]([O:27][CH2:28][CH3:29])=[O:26].[OH-].[Na+]>O.C1C=[N+]([C@@H]2O[C@H](COP(OP(OC[C@H]3O[C@@H](N4C5N=CN=C(N)C=5N=C4)[C@H](OP(O)(O)=O)[C@@H]3O)(O)=O)(O)=O)[C@@H](O)[C@H]2O)C=C(C(N)=O)C=1>[Cl:21][CH2:22][C@@H:23]([OH:30])[CH2:24][C:25]([O:27][CH2:28][CH3:29])=[O:26] |f:3.4|. Procedure details: To a 100 mL vessel connected to an automatic titrater by a pH electrode and a feeding tube for addition of base was charged a solution of glucose (12 g) in water (30 mL). To this solution was charged ketoreductase SEQ ID NO: 42 (100 mg); 50 mg GDH SEQ ID NO: 66 and NADP (6.25 mg). Butyl acetate (10 ml) was then charged. Ethyl 4-chloroacetoacetate (10 g) was then charged via syringe pump as follows: 1 mL was charged rapidly and the remainder was then charged at a rate of 1 mL/hr). The pH was main... The reactants are C(C)(=O)SCC(C(=O)Cl)C (3-Acetylthio-2-methylpropanoic acid chloride), C(C)C1SCC(N1)C(=O)O (2-ethyl-4-thiazolidinecarboxylic acid). Run in [OH-].[Na+] (sodium hydroxide), [OH-].[Na+] (sodium hydroxide). Run at time 3 hour. Product: C(C)(=O)SCC(C(=O)N1C(SCC1C(=O)O)CC)C (3-(3-acetylthio-2-methylpropanoyl)-2-ethyl-4- thiazolidinecarboxylic acid). As a reaction SMILES: [C:1]([S:4][CH2:5][CH:6]([CH3:10])[C:7](Cl)=[O:8])(=[O:3])[CH3:2].[CH2:11]([CH:13]1[NH:17][CH:16]([C:18]([OH:20])=[O:19])[CH2:15][S:14]1)[CH3:12]>[OH-].[Na+]>[C:1]([S:4][CH2:5][CH:6]([CH3:10])[C:7]([N:17]1[CH:16]([C:18]([OH:20])=[O:19])[CH2:15][S:14][CH:13]1[CH2:11][CH3:12])=[O:8])(=[O:3])[CH3:2] |f:2.3|. Procedure: 3-Acetylthio-2-methylpropanoic acid chloride (5.4 g. prepared from 3-acetylthio-2-methylpropanoic acid and thionyl chloride, b.p. 80°) and 2 N sodium hydroxide (15 ml.) are added to a solution of 2-ethyl-4-thiazolidinecarboxylic acid [Z. Naturforschg, 17b, 765 (1962)] (5.2 g.) in normal sodium hydroxide (30 ml.) chilled in an ice-water bath. After three hours stirring at room temperature, the mixture is extracted with ether, the aqueous phase is acidified and extracted with ethyl acetate. The or... The reactants are COC(C1=C(C(=CC=C1)[N+](=O)[O-])N)=O (2-Amino-3-nitro-benzoic acid methyl ester), C(C)(=O)OCC (ethyl acetate). Reagents/catalysts: [Pd] (palladium). Solvent: CO (methanol). The product is NC1=C(C(=O)OC)C=CC=C1N (Methyl 2,3-diaminobenzoate). RXN SMILES: [CH3:1][O:2][C:3](=[O:14])[C:4]1[CH:9]=[CH:8][CH:7]=[C:6]([N+:10]([O-])=O)[C:5]=1[NH2:13].C(OCC)(=O)C>CO.[Pd]>[NH2:13][C:5]1[C:6]([NH2:10])=[CH:7][CH:8]=[CH:9][C:4]=1[C:3]([O:2][CH3:1])=[O:14]. Reported procedure: 2-Amino-3-nitro-benzoic acid methyl ester (50.7 g, 258.7 mmol) was suspended in methanol (441 ml) and ethyl acetate (441 ml) with palladium-on-active charcoal 10% (1.93 g, 1.81 mmol). The suspension was hydrogenated at room temperature under an H2 pressure of 2.5 bar. When the reaction was complete, the suspension was filtered over Celite and the residue was rinsed with ethyl acetate. The filtrate was concentrated to dryness under reduced pressure, the residue was dissolved in ethyl acetate (50 ... The reactants are CCN(C(C)C)C(C)C (DIPEA), ClC1=CC=C(C=C1)[C@@]1([C@](CNCC1)(O)C)O ((3S,4S)-4-(4-chlorophenyl)-3-methylpiperidine-3,4-diol), C(=O)(OC(C)(C)C)N[C@H](C(C)C)C(=O)O (Boc-D-Valine), C=1C=CC2=C(C1)N=NN2O (HOBt), C(CCl)Cl (EDC). Run in C(Cl)Cl (CH2Cl2), CN(C)C=O (DMF). Run at time 8 hour. Product: ClC1=CC=C(C=C1)[C@@]1([C@@](CN(CC1)C([C@@H](C(C)C)NC(OC(C)(C)C)=O)=O)(C)O)O (tert-butyl (R)-1-((3S,4S)-4-(4-chlorophenyl)-3,4-dihydroxy-3-methylpiperidin-1-yl)-3-methyl-1-oxobutan-2-ylcarbamate). Yield: 108.6%. Reaction SMILES: [Cl:1][C:2]1[CH:7]=[CH:6][C:5]([C@@:8]2([OH:16])[CH2:13][CH2:12][NH:11][CH2:10][C@:9]2([CH3:15])[OH:14])=[CH:4][CH:3]=1.[C:17]([NH:24][C@@H:25]([C:29](O)=[O:30])[CH:26]([CH3:28])[CH3:27])([O:19][C:20]([CH3:23])([CH3:22])[CH3:21])=[O:18].C1C=CC2N(O)N=NC=2C=1.C(Cl)CCl.CCN(C(C)C)C(C)C>C(Cl)Cl.CN(C=O)C>[Cl:1][C:2]1[CH:7]=[CH:6][C:5]([C@@:8]2([OH:16])[CH2:13][CH2:12][N:11]([C:29](=[O:30])[C@H:25]([NH:24][C:17](=[O:18])[O:19][C:20]([CH3:23])([CH3:22])[CH3:21])[CH:26]([CH3:28])[CH3:27])[CH2:10][C@@:9]2([OH:14])[CH3:15])=[CH:4][CH:3]=1. Procedure: To a mixture of (3S,4S)-4-(4-chlorophenyl)-3-methylpiperidine-3,4-diol (91 g, 376 mmol), Boc-D-Valine (83.1 g, 382 mmol), HOBt (69.2 g, 452 mmol), EDC (87 g, 452 mmol) in CH2Cl2 (800 mL) and DMF (80 mL) was added DIPEA (132 mL, 753 mmol) at room temperature. The mixture was stirred at room temperature overnight. The reaction was concentrated and the residue partitioned between EtOAc and water. The EtOAc layer was washed with 1N HCl, sat. aq. NaHCO3, and brine to give the crude product (180 g, ˜8...